Dataset: the Open Reaction Database (ORD), a public repository of structured organic reaction records. Task: describe an organic reaction: reactants, conditions, products, and yield Starting materials: CC(C)O, CCOCCn1c(NC2CCN(C(=O)OCC)C(Cc3ccc(Cl)c(Cl)c3)C2)nc2ccccc21, [K+], [OH-]. The product is CCOCCn1c(NC2CCNC(Cc3ccc(Cl)c(Cl)c3)C2)nc2ccccc21. Reaction SMILES: [CH3:38][CH:39]([OH:40])[CH3:41].[Cl:1][c:2]1[cH:3][c:4]([CH2:9][CH:10]2[N:11]([C:31]([O:32][CH2:33][CH3:34])=[O:35])[CH2:12][CH2:13][CH:14]([NH:16][c:17]3[n:18][c:19]4[c:20]([n:21]3[CH2:22][CH2:23][O:24][CH2:25][CH3:26])[cH:27][cH:28][cH:29][cH:30]4)[CH2:15]2)[cH:5][cH:6][c:7]1[Cl:8].[K+:37].[OH-:36]>>[Cl:1][c:2]1[cH:3][c:4]([CH2:9][CH:10]2[NH:11][CH2:12][CH2:13][CH:14]([NH:16][c:17]3[n:18][c:19]4[c:20]([n:21]3[CH2:22][CH2:23][O:24][CH2:25][CH3:26])[cH:27][cH:28][cH:29][cH:30]4)[CH2:15]2)[cH:5][cH:6][c:7]1[Cl:8]. Product: CC1(OCCC[C@@H](N1C(=O)OC(C)(C)C)C(=O)OCC1=CC=CC=C1)C (4-Benzyl 3-tert-butyl (4R)-2,2-dimethyl-1,3-oxazepane-3,4-dicarboxylate). Procedure: To the solution of benzyl N-(tert-butoxycarbonyl)-5-hydroxy-D-norvalinate (Preparation 50, 3 g, 9.28 mmol) in THF (20 mL) was added 2,2-dimethoxypropane (12.07 mL, 92.8 mmol) and PPTS (catalytic amount), and the reaction was stirred for 5 hours at 60° C. The reaction mixture was poured into cold water and extracted with EtOAc. The organic layer was dried over Na2SO4 and concentrated under reduced pressure to afford the title compound (2.5 g, 74%). RXN SMILES: [C:1]([O:5][C:6]([NH:8][C@@H:9]([C:14]([O:16][CH2:17][C:18]1[CH:23]=[CH:22][CH:21]=[CH:20][CH:19]=1)=[O:15])[CH2:10][CH2:11][CH2:12][OH:13])=[O:7])([CH3:4])([CH3:3])[CH3:2].CO[C:26](OC)([CH3:28])[CH3:27].CC1C=CC(S([O-])(=O)=O)=CC=1.C1C=C[NH+]=CC=1.O>C1COCC1>[CH3:27][C:26]1([CH3:28])[N:8]([C:6]([O:5][C:1]([CH3:4])([CH3:2])[CH3:3])=[O:7])[C@@H:9]([C:14]([O:16][CH2:17][C:18]2[CH:19]=[CH:20][CH:21]=[CH:22][CH:23]=2)=[O:15])[CH2:10][CH2:11][CH2:12][O:13]1 |f:2.3|. Starting materials: C(C)(C)(C)OC(=O)N[C@H](CCCO)C(=O)OCC1=CC=CC=C1 (benzyl N-(tert-butoxycarbonyl)-5-hydroxy-D-norvalinate), COC(C)(C)OC (2,2-dimethoxypropane), CC1=CC=C(C=C1)S(=O)(=O)[O-].C1=CC=[NH+]C=C1 (PPTS), O (water). Isolated yield 74.1%. Solvent: C1CCOC1 (THF). Conditions: temperature 60 celsius, time 5 hour. The reactants are C(CCCCCC)(=O)O (n-heptanoic acid), [OH-].[Na+] (NaOH), C(C)[C@@H]1[C@@H]([C@]2(C)[C@@H](C1)[C@@H]1CCC3=CC(CC[C@@H]3[C@H]1CC2)=O)OC(CBr)=O (16β-ethyl-17β-bromoacetoxy-4-estren-3-one), CN(C)C=O (DMF). Solvent: CC(=O)C (acetone), O (water), C(C)(=O)OCC (ethyl acetate). The product is C(C)[C@@H]1[C@@H]([C@]2(C)[C@@H](C1)[C@@H]1CCC3=CC(CC[C@@H]3[C@H]1CC2)=O)OC(COC(CCCCCC)=O)=O (16β-Ethyl-17β-n-heptanoyloxyacetoxy-4-estren-3-one). Isolated yield 64.0%. Reaction SMILES: [C:1]([OH:9])(=[O:8])[CH2:2][CH2:3][CH2:4][CH2:5][CH2:6][CH3:7].[OH-].[Na+].[CH2:12]([C@H:14]1[CH2:19][C@H:18]2[C@H:20]3[C@H:29]([CH2:30][CH2:31][C@:16]2([CH3:17])[C@H:15]1[O:33][C:34](=[O:37])[CH2:35]Br)[C@@H:28]1[C:23](=[CH:24][C:25](=[O:32])[CH2:26][CH2:27]1)[CH2:22][CH2:21]3)[CH3:13].CN(C=O)C>CC(C)=O.C(OCC)(=O)C.O>[CH2:12]([C@H:14]1[CH2:19][C@H:18]2[C@H:20]3[C@H:29]([CH2:30][CH2:31][C@:16]2([CH3:17])[C@H:15]1[O:33][C:34](=[O:37])[CH2:35][O:8][C:1](=[O:9])[CH2:2][CH2:3][CH2:4][CH2:5][CH2:6][CH3:7])[C@@H:28]1[C:23](=[CH:24][C:25](=[O:32])[CH2:26][CH2:27]1)[CH2:22][CH2:21]3)[CH3:13] |f:1.2|. Reported procedure: In 30 ml of acetone is dissolved 2.6 g of n-heptanoic acid, and 10 ml of 2N-NaOH, 4.2 g of 16β-ethyl-17β-bromoacetoxy-4-estren-3-one, 30 ml of DMF and 10 ml of water are serially added to the above solution. The mixture is refluxed for 5 hours. After cooling, 400 ml of ethyl acetate is added and the mixture is washed with water and saturated aqueous sodium chloride solution and dried over anhydrous magnesium sulfate. The solvent is then distilled off under reduced pressure and the residue is sub... Reactants: N12C[C@@H](C(CC1)CC2)C(=O)O ((R)-1-azabicyclo[2.2.2]octane-3-carboxylic acid), S(=O)(Cl)Cl (thionyl chloride), BrC1=CC=C(N)C=C1 (4-bromoaniline), C(C)(C)N(C(C)C)CC (N,N-diisopropylethylamine). Run in CN(C)C=O (DMF). Reaction SMILES: [N:1]12[CH2:8][CH2:7][CH:4]([CH2:5][CH2:6]1)[C@@H:3]([C:9]([OH:11])=O)[CH2:2]2.S(Cl)(Cl)=O.[Br:16][C:17]1[CH:23]=[CH:22][C:20]([NH2:21])=[CH:19][CH:18]=1.C(N(CC)C(C)C)(C)C>CN(C=O)C>[Br:16][C:17]1[CH:23]=[CH:22][C:20]([NH:21][C:9]([C@@H:3]2[CH:4]3[CH2:5][CH2:6][N:1]([CH2:8][CH2:7]3)[CH2:2]2)=[O:11])=[CH:19][CH:18]=1. Yields the product BrC1=CC=C(C=C1)NC(=O)[C@H]1CN2CCC1CC2 ((3R)-N-(4-Bromophenyl)-1-azabicyclo[2.2.2]octane-3-carboxamide). Procedure details: 9.17 g (about 47.8 mmol) of (R)-1-azabicyclo[2.2.2]octane-3-carboxylic acid are heated together with 160 ml of thionyl chloride under reflux for 1 h. The excess thionyl chloride is removed under reduced pressure, and residues are removed by azeotropic distillation together with toluene. The crude acid chloride obtained in this way is stirred together with 8.19 g (47.60 mmol) of 4-bromoaniline and 24.6 ml (190.4 mmol) of N,N-diisopropylethylamine in 59 ml of DMF at RT for 72 h. The solvent is rem... Starting materials: BrCCC1CCOc2ccccc21, CCC(C)=O, [I-], [K+], COc1cc(C2CCNCC2)ccc1O. Yields the product COc1cc(C2CCN(CCC3CCOc4ccccc43)CC2)ccc1O. Reaction SMILES: [Br:16][CH2:17][CH2:18][CH:19]1[CH2:20][CH2:21][O:22][c:23]2[c:24]1[cH:25][cH:26][cH:27][cH:28]2.[CH3:31][C:32](=[O:33])[CH2:34][CH3:35].[I-:30].[K+:29].[OH:1][c:2]1[c:3]([O:14][CH3:15])[cH:4][c:5]([CH:8]2[CH2:9][CH2:10][NH:11][CH2:12][CH2:13]2)[cH:6][cH:7]1>>[OH:1][c:2]1[c:3]([O:14][CH3:15])[cH:4][c:5]([CH:8]2[CH2:9][CH2:10][N:11]([CH2:17][CH2:18][CH:19]3[CH2:20][CH2:21][O:22][c:23]4[c:24]3[cH:25][cH:26][cH:27][cH:28]4)[CH2:12][CH2:13]2)[cH:6][cH:7]1. Reactants: BrCc1ccccc1, Oc1ccc(N2CCNCC2)cc1, [Na+], O=C([O-])O, CN(C)C=O, O. The product is Oc1ccc(N2CCN(Cc3ccccc3)CC2)cc1. As a reaction SMILES: [Br:14][CH2:15][c:16]1[cH:17][cH:18][cH:19][cH:20][cH:21]1.[N:1]1([c:7]2[cH:8][cH:9][c:10]([OH:13])[cH:11][cH:12]2)[CH2:2][CH2:3][NH:4][CH2:5][CH2:6]1.[Na+:27].[O-:23][C:24]([OH:25])=[O:26].[O:28]=[CH:29][N:30]([CH3:31])[CH3:32].[OH2:22]>>[N:1]1([c:7]2[cH:8][cH:9][c:10]([OH:13])[cH:11][cH:12]2)[CH2:2][CH2:3][N:4]([CH2:15][c:16]2[cH:17][cH:18][cH:19][cH:20][cH:21]2)[CH2:5][CH2:6]1. The reactants are C([O-])([O-])=O (carbonate), CC(C)(C=1C=CC(=CC1)O)C=2C=CC(=CC2)O.C([O-])([O-])=O (BPA carbonate). The product is CC(C)(C=1C=CC(=CC1)O)C=2C=CC(=CC2)O (BPA), polycarbonate. Reaction SMILES: C(=O)([O-])[O-].[CH3:5][C:6]([C:15]1[CH:16]=[CH:17][C:18]([OH:21])=[CH:19][CH:20]=1)([C:8]1[CH:9]=[CH:10][C:11]([OH:14])=[CH:12][CH:13]=1)[CH3:7].C(=O)([O-])[O-]>>[CH3:7][C:6]([C:8]1[CH:9]=[CH:10][C:11]([OH:14])=[CH:12][CH:13]=1)([C:15]1[CH:16]=[CH:17][C:18]([OH:21])=[CH:19][CH:20]=1)[CH3:5] |f:1.2|. Procedure: As previously described, DMBPC carbonate can be co-polymerized with BPA carbonate to form a DMBPC BPA co-polycarbonate. For example, DMBPC based polycarbonate as a copolymer or homopolymer (DMBPC) can comprise 10 to 100 mol % DMBPC carbonate and 90 to 0 mol % BPA carbonate, specifically, 25 mol % DMBPC carbonate and 75 mol % BPA carbonate, more specifically, 50 mol % DMBPC carbonate and 50 mol % BPA carbonate. The reactants are N1(CCCCC1)CCCCCCN1C(COCC1=O)=O.CC=1C=CC(=CC1)S(=O)(=O)O (4-(6-piperidinohexyl)-3,5-dioxomorpholine p-toluenesulfonate), N1(CCCCC1)CCCCCCN1C(COCC1=O)=O (4-(6-piperidinohexyl)-3,5-dioxomorpholine), CC=1C=CC(=CC1)S(=O)(=O)O (p-toluenesulfonate), [OH-].[Na+] (sodium hydroxide). Product: N1(CCCCC1)CCCCCCNC(COCC(=O)[O-])=O.[Na+] (sodium [2-(6-piperidinohexyl)amino-2-oxoethoxy]acetate), S(=O)(=O)([O-])C1=CC=C(C)C=C1.[Na+] (sodium tosylate). Reaction SMILES: [N:1]1([CH2:7][CH2:8][CH2:9][CH2:10][CH2:11][CH2:12][N:13]2[C:18](=[O:19])[CH2:17][O:16][CH2:15][C:14]2=[O:20])[CH2:6][CH2:5][CH2:4][CH2:3][CH2:2]1.CC1C=CC(S(O)(=O)=[O:29])=CC=1.N1(CCCCCCN2C(=O)COCC2=O)CCCCC1.[CH3:52][C:53]1[CH:54]=[CH:55][C:56]([S:59]([OH:62])(=[O:61])=[O:60])=[CH:57][CH:58]=1.[OH-].[Na+:64]>>[N:1]1([CH2:7][CH2:8][CH2:9][CH2:10][CH2:11][CH2:12][NH:13][C:14](=[O:20])[CH2:15][O:16][CH2:17][C:18]([O-:29])=[O:19])[CH2:2][CH2:3][CH2:4][CH2:5][CH2:6]1.[Na+:64].[S:59]([C:56]1[CH:57]=[CH:58][C:53]([CH3:52])=[CH:54][CH:55]=1)([O-:62])(=[O:61])=[O:60].[Na+:64] |f:0.1,4.5,6.7,8.9|. Reported procedure: Preparation in situ from 4-(6-piperidinohexyl)-3,5-dioxomorpholine-p-toluenesulfonate. 43 milligrams (0.095 millimole) of 4-(6-piperidinohexyl)-3,5-dioxomorpholine.p-toluenesulfonate (prepared as described in Example IX) was dissolved in 2 milliliters of 0.1 N sodium hydroxide (0.2 millimole) to obtain an aqueous solution of sodium [2-(6-piperidinohexyl)amino-2-oxoethoxy]acetate and sodium tosylate. The solution had the following spectral characteristics: Starting materials: C(\C=C\C(=O)O)(=O)O.NC(C(=O)NCCO[N+](=O)[O-])(C)C (2-Amino-2-methyl-N-(2-nitroxyethyl)-propionic acid amide fumarate), [O-]C#N.[K+] (potassium cyanate), CO (methanol), O (water). Run in C(C)(=O)O (acetic acid). Run at time 10 minute. Product: NC(=O)NC(C(=O)NCCO[N+](=O)[O-])(C)C (2-Aminocarbonylamino-2-methyl-N-(2-nitroxyethyl)-propionic acid amide). As a reaction SMILES: C(O)(=O)/C=C/C(O)=O.[NH2:9][C:10]([CH3:21])([CH3:20])[C:11]([NH:13][CH2:14][CH2:15][O:16][N+:17]([O-:19])=[O:18])=[O:12].CO.O.[O-:25][C:26]#[N:27].[K+]>C(O)(=O)C>[NH2:27][C:26]([NH:9][C:10]([CH3:21])([CH3:20])[C:11]([NH:13][CH2:14][CH2:15][O:16][N+:17]([O-:19])=[O:18])=[O:12])=[O:25] |f:0.1,4.5|. Procedure: 0.77 g. 2-Amino-2-methyl-N-(2-nitroxyethyl)-propionic acid amide fumarate is dissolved in 7.5 ml. methanol and 2.5 ml. water and 0.81 g. potassium cyanate added thereto. The reaction mixture is stirred for 10 minutes at ambient temperature and then 0.30 g. acetic acid added thereto. After stirring overnight, the inorganic salts are precipitated out by the addition of 25 ml. ethyl acetate and filtered off with suction. The filtrate is dried over anhydrous sodium sulphate, filtered with suction an... The reactants are BrC1=C(C(=CC=2C(=CCC(C12)(C)C)C(C)C)/C(=C(\C=C\C(=C\C(=O)OCC)\C)/F)/C)OC(C)C (ethyl (2E,4E,6E)-7-(4-bromo-3-isopropoxy-8-isopropyl-5,5-dimethyl-5,6-dihydro-naphthalen-2-yl)-6-fluoro-3-methyl-octa-2,4,6-trienoate), [OH-].[Na+] (NaOH). Run in C(C)O (ethanol). Product: BrC1=C(C(=CC=2C(=CCC(C12)(C)C)C(C)C)/C(=C(\C=C\C(=C\C(=O)O)\C)/F)/C)OC(C)C ((2E,4E,6E)-7-(4-Bromo-3-isopropoxy-8-isopropyl-5,5-dimethyl-5,6-dihydro-naphthalen-2-yl)-6-fluoro-3-methyl-octa-2,4,6-trienoic acid). Reaction SMILES: [Br:1][C:2]1[C:11]2[C:10]([CH3:13])([CH3:12])[CH2:9][CH:8]=[C:7]([CH:14]([CH3:16])[CH3:15])[C:6]=2[CH:5]=[C:4](/[C:17](/[CH3:30])=[C:18](/[F:29])\[CH:19]=[CH:20]\[C:21](\[CH3:28])=[CH:22]\[C:23]([O:25]CC)=[O:24])[C:3]=1[O:31][CH:32]([CH3:34])[CH3:33].[OH-].[Na+]>C(O)C>[Br:1][C:2]1[C:11]2[C:10]([CH3:13])([CH3:12])[CH2:9][CH:8]=[C:7]([CH:14]([CH3:16])[CH3:15])[C:6]=2[CH:5]=[C:4](/[C:17](/[CH3:30])=[C:18](/[F:29])\[CH:19]=[CH:20]\[C:21](\[CH3:28])=[CH:22]\[C:23]([OH:25])=[O:24])[C:3]=1[O:31][CH:32]([CH3:34])[CH3:33] |f:1.2|. Procedure details: As described in General Procedure J-1, ethyl (2E,4E,6E)-7-(4-bromo-3-isopropoxy-8-isopropyl-5,5-dimethyl-5,6-dihydro-naphthalen-2-yl)-6-fluoro-3-methyl-octa-2,4,6-trienoate (Compound A-161, 189 mg, 0.35 mmol) in ethanol was treated with a solution of 1 N NaOH to produce the title compound after purification by recrystallization from acetonitrile.